From a dataset of the Open Reaction Database (ORD), a public repository of structured organic reaction records. describe an organic reaction: reactants, conditions, products, and yield Reactants: C(C)(C)(C)OC(NC1(COC(OC1)(C)C)C#CC1=CC=C(C=C1)S(N(C)C1=CC(=CC=C1)OC)(=O)=O)=O (tert-Butyl-5-((4-(N-(3-methoxyphenyl)-N-methylsulfamoyl)phenyl)ethynyl)-2,2-dimethyl-1,3-dioxan-5-ylcarbamate), C(C)(C)(C)OC(NC1(COC(OC1)(C)C)C#CC1=CC=C(C=C1)C#CCN1C=C(C2=CC=C(C=C12)OC)C(C1=CC(=C(C(=C1)OC)OC)OC)=O)=O (tert-butyl-5-((4-(3-(6-methoxy-3-(3,4,5-trimethoxybenzoyl)-1H-indol-1-yl)prop-1-ynyl)phenyl)ethynyl)-2,2-dimethyl-1,3-dioxan-5-ylcarbamate). The product is C(C)(C)(C)OC(NC1(COC(OC1)(C)C)CCC1=CC=C(C=C1)S(N(C)C1=CC(=CC=C1)OC)(=O)=O)=O (tert-Butyl-5-(4-(N-(3-methoxyphenyl)-N-methylsulfamoyl)phenethyl)-2,2-dimethyl-1,3-dioxan-5-ylcarbamate). As a reaction SMILES: [C:1]([O:5][C:6](=[O:37])[NH:7][C:8]1([C:16]#[C:17][C:18]2[CH:23]=[CH:22][C:21]([S:24](=[O:36])(=[O:35])[N:25]([C:27]3[CH:32]=[CH:31][CH:30]=[C:29]([O:33][CH3:34])[CH:28]=3)[CH3:26])=[CH:20][CH:19]=2)[CH2:13][O:12][C:11]([CH3:15])([CH3:14])[O:10][CH2:9]1)([CH3:4])([CH3:3])[CH3:2].C(OC(=O)NC1(C#CC2C=CC(C#CCN3C4C(=CC=C(OC)C=4)C(C(=O)C4C=C(OC)C(OC)=C(OC)C=4)=C3)=CC=2)COC(C)(C)OC1)(C)(C)C>>[C:1]([O:5][C:6](=[O:37])[NH:7][C:8]1([CH2:16][CH2:17][C:18]2[CH:19]=[CH:20][C:21]([S:24](=[O:35])(=[O:36])[N:25]([C:27]3[CH:32]=[CH:31][CH:30]=[C:29]([O:33][CH3:34])[CH:28]=3)[CH3:26])=[CH:22][CH:23]=2)[CH2:13][O:12][C:11]([CH3:15])([CH3:14])[O:10][CH2:9]1)([CH3:2])([CH3:3])[CH3:4]. Procedure details: When the product of Step C was substituted for tert-butyl-5-((4-(3-(6-methoxy-3-(3,4,5-trimethoxybenzoyl)-1H-indol-1-yl)prop-1-ynyl)phenyl)ethynyl)-2,2-dimethyl-1,3-dioxan-5-ylcarbamate in Example 14, Step D, the similar process afforded the title compound in 59%, as creamy paste. 1H-NMR (CDCl3) 1.45 (s, 3H); 1.46 (s, 9H); 1.49 (s, 3H); 1.58 (s, 2H); 2.63 (5, 2H); 3.13 (s, 3H); 3.75 (s, 3H), 3.96 (d, 2H, J=17.23 Hz); 4.07 (d, 2H, J=17.23 Hz); 6.54 (dd, 1H, J=1.66, 7.92 Hz); 6.69 (tr, 1H, J=2.18 ... Reactants: [OH-].[Na+] (Sodium hydroxide), C(C)C1=NC=2CCCCC2C(=C1)OCC=1C=CC2=C(N=C(O2)C2=C(C(=O)OC)C=CC=C2)C1 (methyl 2-[5-((2-ethyl-5,6,7,8-tetrahydroquinolin-4-yloxy)methyl)benzoxazol-2-yl]benzoate). Solvent: CO (methanol). Run at time 72 hour. Yields the product C(C)C1=NC=2CCCCC2C(=C1)OCC=1C=CC2=C(N=C(O2)C2=C(C(=O)O)C=CC=C2)C1 (2-[5-((2-ethyl-5,6,7,8-tetrahydroquinolin-4-yloxy)methyl)benzoxazol-2-yl]benzoic acid). The yield is 35.4%. Reaction SMILES: [OH-].[Na+].[CH2:3]([C:5]1[CH:14]=[C:13]([O:15][CH2:16][C:17]2[CH:18]=[CH:19][C:20]3[O:24][C:23]([C:25]4[CH:34]=[CH:33][CH:32]=[CH:31][C:26]=4[C:27]([O:29]C)=[O:28])=[N:22][C:21]=3[CH:35]=2)[C:12]2[CH2:11][CH2:10][CH2:9][CH2:8][C:7]=2[N:6]=1)[CH3:4]>CO>[CH2:3]([C:5]1[CH:14]=[C:13]([O:15][CH2:16][C:17]2[CH:18]=[CH:19][C:20]3[O:24][C:23]([C:25]4[CH:34]=[CH:33][CH:32]=[CH:31][C:26]=4[C:27]([OH:29])=[O:28])=[N:22][C:21]=3[CH:35]=2)[C:12]2[CH2:11][CH2:10][CH2:9][CH2:8][C:7]=2[N:6]=1)[CH3:4] |f:0.1|. Reported procedure: 1M Sodium hydroxide solution (5.0 ml) was added to a solution of methyl 2-[5-((2-ethyl-5,6,7,8-tetrahydroquinolin-4-yloxy)methyl)benzoxazol-2-yl]benzoate (A) (443 mg) in methanol (20 ml) and the solution was left to stand for 72 hours. Volatile material was removed by evaporation and the residue was dissolved in methanol (10 ml). Water (40 ml) was added and the solution was neutralised with 1M acetic acid (5 ml). The precipitated solid was collected by filtration, dried by azeotroping with ethan... The reactants are O=C1CCC(=O)O1, CS(=O)(=O)O, Nc1ccncc1, O, Cc1ccccc1C. Yields the product O=C1CCC(=O)N1c1ccncc1. RXN SMILES: [C:1]1(=[O:7])[CH2:2][CH2:3][C:4](=[O:5])[O:6]1.[CH3:15][S:16]([OH:17])(=[O:18])=[O:19].[NH2:8][c:9]1[cH:10][cH:11][n:12][cH:13][cH:14]1.[OH2:20].[c:21]1([CH3:22])[c:23]([CH3:24])[cH:25][cH:26][cH:27][cH:28]1>>[C:1]1(=[O:7])[CH2:2][CH2:3][C:4](=[O:5])[N:8]1[c:9]1[cH:10][cH:11][n:12][cH:13][cH:14]1. The reactants are S1C(=CC=C1)S(=O)(=O)NC=1C=C(C=C2C=C(NC12)C(=O)O)OC(F)(F)F (7-[(2-thienylsulfonyl)amino]-5-(trifluoromethoxy)-1H-indole-2-carboxylic acid), Cl.CN(CCCN=C=NCC)C (N-[3-(dimethylamino)propyl]-N′-ethylcarbodiimide hydrochloride), CN(C=O)C (N,N-dimethylformamide). Run in O (Water). Conditions: time 15 hour. The product is S1C(=CC=C1)S(=O)(=O)NC=1C=C(C=C2C=C(NC12)C(=O)N)OC(F)(F)F (7-[(2-thienylsulfonyl)amino]-5-(trifluoromethoxy)-1H-indole-2-carboxamide). Yield: 89.4%. RXN SMILES: [S:1]1[CH:5]=[CH:4][CH:3]=[C:2]1[S:6]([NH:9][C:10]1[CH:11]=[C:12]([O:22][C:23]([F:26])([F:25])[F:24])[CH:13]=[C:14]2[C:18]=1[NH:17][C:16]([C:19]([OH:21])=O)=[CH:15]2)(=[O:8])=[O:7].Cl.C[N:29](C)CCCN=C=NCC.CN(C)C=O>O>[S:1]1[CH:5]=[CH:4][CH:3]=[C:2]1[S:6]([NH:9][C:10]1[CH:11]=[C:12]([O:22][C:23]([F:25])([F:26])[F:24])[CH:13]=[C:14]2[C:18]=1[NH:17][C:16]([C:19]([NH2:29])=[O:21])=[CH:15]2)(=[O:7])=[O:8] |f:1.2|. Reported procedure: A mixture of 7-[(2-thienylsulfonyl)amino]-5-(trifluoromethoxy)-1H-indole-2-carboxylic acid (2.50 g), 1H-1,2,3-benzotriazol-1-ol-ammonia complex (1.89 g), N-[3-(dimethylamino)propyl]-N′-ethylcarbodiimide hydrochloride (2.38 g) and N,N-dimethylformamide (20 mL) was stirred at room temperature for 15 hr. Water was added to the reaction mixture, and the mixture was extracted with ethyl acetate. The ethyl acetate layer was washed successively with saturated aqueous sodium hydrogencarbonate and satura... The reactants are C1(CC1)NC(C1=C(C=C(C=C1)C1=CN=C2N1N=C(C=C2NCC(C)C)SC2=CC=CC=C2)C)=O (N-cyclopropyl-2-methyl-4-{8-[(2-methylpropyl)amino]-6-(phenylsulfanyl)imidazo[1,2-b]pyridazin-3-yl}benzamide), OOS(=O)[O-].[K+] (OXONE), O (water). Solvent: CN(C)C=O (DMF). Conditions: temperature 0 celsius. Yields the product C1(CC1)NC(C1=C(C=C(C=C1)C1=CN=C2N1N=C(C=C2NCC(C)C)S(=O)(=O)C2=CC=CC=C2)C)=O (N-cyclopropyl-2-methyl-4-{8-[(2-methylpropyl)amino]-6-(phenylsulfonyl) imidazo[1,2-b]pyridazin-3-yl}benzamide). RXN SMILES: [CH:1]1([NH:4][C:5](=[O:34])[C:6]2[CH:11]=[CH:10][C:9]([C:12]3[N:16]4[N:17]=[C:18]([S:26][C:27]5[CH:32]=[CH:31][CH:30]=[CH:29][CH:28]=5)[CH:19]=[C:20]([NH:21][CH2:22][CH:23]([CH3:25])[CH3:24])[C:15]4=[N:14][CH:13]=3)=[CH:8][C:7]=2[CH3:33])[CH2:3][CH2:2]1.[OH:35]OS([O-])=O.[K+].[OH2:41]>CN(C=O)C>[CH:1]1([NH:4][C:5](=[O:34])[C:6]2[CH:11]=[CH:10][C:9]([C:12]3[N:16]4[N:17]=[C:18]([S:26]([C:27]5[CH:28]=[CH:29][CH:30]=[CH:31][CH:32]=5)(=[O:35])=[O:41])[CH:19]=[C:20]([NH:21][CH2:22][CH:23]([CH3:25])[CH3:24])[C:15]4=[N:14][CH:13]=3)=[CH:8][C:7]=2[CH3:33])[CH2:3][CH2:2]1 |f:1.2|. Reported procedure: To a solution of 105 mg (223 μmol) of N-cyclopropyl-2-methyl-4-{8-[(2-methylpropyl)amino]-6-(phenylsulfanyl)imidazo[1,2-b]pyridazin-3-yl}benzamide, which was prepared according to example 197, in 15 mL of DMF was added and 684 mg (1113 μmol) OXONE (potassium peroxymonosulfate) in small portions. The mixture was stirred over night, then cooled to 0° C. and poured onto 200 mL of cold water. The precipitate was collected and purified with normal phase chromatography to yield 97 mg of the title comp... Reactants: COC1=C(C=CC(=C1)C=O)N, C1=CC2=NC=C(N2C=C1)C3=NC(=NC=C3Cl)Cl. Reagents/catalysts: C1CCC2=NCCCN2CC1, CC1(C2=C(C(=CC=C2)P(C3=CC=CC=C3)C4=CC=CC=C4)OC5=C1C=CC=C5P(C6=CC=CC=C6)C7=CC=CC=C7)C, C1=CC=C(C=C1)/C=C/C(=O)/C=C/C2=CC=CC=C2.C1=CC=C(C=C1)/C=C/C(=O)/C=C/C2=CC=CC=C2.C1=CC=C(C=C1)/C=C/C(=O)/C=C/C2=CC=CC=C2.[Pd].[Pd]. Solvent: C1COCCO1. Reaction conditions: temperature 120 celsius. Product: COC1=C(C=CC(=C1)C=O)NC2=NC=C(C(=N2)C3=CN=C4N3C=CC=C4)Cl. Yield: 34.9%. Procedure details: 3-(2,5-dichloropyrimidin-4-yl)imidazo[1,2-a]pyridine (4 g, 15.09 mmol), 4-amino-3-methoxybenzaldehyde (2.281 g, 15.09 mmol), 9,9-DIMETHYL-4,5-BIS(DIPHENYLPHOSPHINO)XANTHENE (0.873 g, 1.51 mmol), TRIS(DIBENZYLIDENEACETONE)DIPALLADIUM (0.345 g, 0.38 mmol) and 1,8-DIAZABICYCLO [5.4.0] UNDEC-7-ENE (5.64 ml, 37.72 mmol) were dissolved in Dioxane (120 ml) then degazed and purged with argon. The reaction was heated to reflux (bath 120°C) for 2H30.  Reaction mixture was filtered through a filter cup and... Starting materials: COC=1C=NC2=CC=C(C=C2C1)CC(=O)OC(C)(C)C (tert-butyl 2-(3-methoxyquinolin-6-yl)acetate), C[Si](C)(C)[N-][Si](C)(C)C.[Li+] (lithium bis(trimethylsilyl)amide), IC (iodomethane). Run in C1CCOC1 (THF), O1CCCC1 (tetrahydrofuran), C1CCOC1 (THF). Run at temperature -78 celsius, time 30 minute. The product is COC=1C=NC2=CC=C(C=C2C1)C(C(=O)OC(C)(C)C)C (tert-butyl 2-(3-methoxyquinolin-6-yl)propanoate). RXN SMILES: C[Si]([N-][Si](C)(C)C)(C)C.[Li+].[CH3:11][O:12][C:13]1[CH:14]=[N:15][C:16]2[C:21]([CH:22]=1)=[CH:20][C:19]([CH2:23][C:24]([O:26][C:27]([CH3:30])([CH3:29])[CH3:28])=[O:25])=[CH:18][CH:17]=2.I[CH3:32]>C1COCC1>[CH3:11][O:12][C:13]1[CH:14]=[N:15][C:16]2[C:21]([CH:22]=1)=[CH:20][C:19]([CH:23]([CH3:32])[C:24]([O:26][C:27]([CH3:30])([CH3:29])[CH3:28])=[O:25])=[CH:18][CH:17]=2 |f:0.1|. Reported procedure: To a flame-dry 100 ml 3-neck round-bottomed flask was added lithium bis(trimethylsilyl)amide, 1.0 m solution in tetrahydrofuran (5 ml, 5 mmol) and THF (20 mL). The mixture was cooled to −78° C. followed by adding tert-butyl 2-(3-methoxyquinolin-6-yl)acetate (0.88 g, 3 mmol) in THF (10 mL)dropwise via addition funnel. After stirring at −78° C. for 30 min, iodomethane (0.4 ml, 6 mmol) was added. The reaction mixture was stirred for 30 min at −78° C. then allowed to warm to rt and stir for 1 h. The... Starting materials: ClC=1C(=C(NC2=NC=NC3=CC(=C(C=C23)C=O)OC)C=CC1)F (4-(3-Chloro-2-fluoroanilino)-7-methoxyquinazoline-6-carbaldehyde), NC1(CC=CC1)C(=O)O (1-aminocyclopent-3-ene carboxylic acid). The product is ClC=1C(=C(C=CC1)NC1=NC=NC2=CC(=C(C=C12)CNC1(CC=CC1)C(=O)O)OC)F (1-[({4-[(3-chloro-2-fluorophenyl)amino]-7-methoxyquinazolin-6-yl}methyl)amino]cyclopent-3-ene-1-carboxylic acid). Reaction SMILES: [Cl:1][C:2]1[C:3]([F:23])=[C:4]([CH:20]=[CH:21][CH:22]=1)[NH:5][C:6]1[C:15]2[C:10](=[CH:11][C:12]([O:18][CH3:19])=[C:13]([CH:16]=O)[CH:14]=2)[N:9]=[CH:8][N:7]=1.[NH2:24][C:25]1([C:30]([OH:32])=[O:31])[CH2:29][CH:28]=[CH:27][CH2:26]1>>[Cl:1][C:2]1[C:3]([F:23])=[C:4]([NH:5][C:6]2[C:15]3[C:10](=[CH:11][C:12]([O:18][CH3:19])=[C:13]([CH2:16][NH:24][C:25]4([C:30]([OH:32])=[O:31])[CH2:29][CH:28]=[CH:27][CH2:26]4)[CH:14]=3)[N:9]=[CH:8][N:7]=2)[CH:20]=[CH:21][CH:22]=1. Reported procedure: 4-(3-Chloro-2-fluoroanilino)-7-methoxyquinazoline-6-carbaldehyde was coupled with 1-aminocyclopent-3-ene carboxylic acid using an analogous method to that described for the equivalent step in Example 1 to give 1-[({4-[(3-chloro-2-fluorophenyl)amino]-7-methoxyquinazolin-6-yl}methyl)amino]cyclopent-3-ene-1-carboxylic acid; 1H NMR Spectrum: (DMSO-d6) 2.63 (d, 2H); 2.93 (d, 2H); 3.91 (s, 2H); 3.97 (s, 3H); 5.68 (s, 2H); 7.21 (s, 1H); 7.27 (t, 1H); 7.50 (m, 2H); 8.45 (s, 1H); 8.50 (s, 1H); 10.09 (s, ...